This data is from the Open Reaction Database (ORD), a public repository of structured organic reaction records. The task is: describe an organic reaction: reactants, conditions, products, and yield Starting materials: O=C([O-])[O-], COC(=O)c1cc([N+](=O)[O-])cc(C(C)(C)C)c1O, COS(=O)(=O)OC, CC(C)=O, [K+], [K+]. The product is COC(=O)c1cc([N+](=O)[O-])cc(C(C)(C)C)c1OC. As a reaction SMILES: [C:19](=[O:20])([O-:21])[O-:22].[C:1]([CH3:2])([CH3:3])([CH3:4])[c:5]1[c:6]([OH:18])[c:7]([C:8](=[O:9])[O:10][CH3:11])[cH:12][c:13]([N+:15](=[O:16])[O-:17])[cH:14]1.[CH3:25][O:26][S:27]([O:28][CH3:29])(=[O:30])=[O:31].[CH3:32][C:33](=[O:34])[CH3:35].[K+:23].[K+:24]>>[C:1]([CH3:2])([CH3:3])([CH3:4])[c:5]1[c:6]([O:18][CH3:19])[c:7]([C:8](=[O:9])[O:10][CH3:11])[cH:12][c:13]([N+:15](=[O:16])[O-:17])[cH:14]1. Starting materials: c1ccc(COc2ccccc2)cc1, CCOC(C)=O, ClCCCl, O=S(=O)=O, CN(C)C=O, O, O=S(Cl)Cl. Product: O=S(=O)(Cl)c1ccc(OCc2ccccc2)cc1. Reaction SMILES: [CH2:10]([c:11]1[cH:12][cH:13][cH:14][cH:15][cH:16]1)[O:17][c:18]1[cH:19][cH:20][cH:21][cH:22][cH:23]1.[CH3:33][CH2:34][O:35][C:36](=[O:37])[CH3:38].[Cl:29][CH2:30][CH2:31][Cl:32].[O:1]=[S:2](=[O:3])=[O:4].[O:5]=[CH:6][N:7]([CH3:8])[CH3:9].[OH2:28].[S:24]([Cl:25])([Cl:26])=[O:27]>>[O:1]=[S:2](=[O:4])([c:21]1[cH:20][cH:19][c:18]([O:17][CH2:10][c:11]2[cH:12][cH:13][cH:14][cH:15][cH:16]2)[cH:23][cH:22]1)[Cl:26]. Starting materials: O=C([O-])[O-], CC(C)=O, CCOC(=O)CCl, [I-], [K+], [K+], [K+], COc1ccc(C(=O)c2ccccc2)c(O)c1. Product: CCOC(=O)COc1cc(OC)ccc1C(=O)c1ccccc1. As a reaction SMILES: [C:25](=[O:26])([O-:27])[O-:28].[CH3:33][C:34](=[O:35])[CH3:36].[Cl:18][CH2:19][C:20](=[O:21])[O:22][CH2:23][CH3:24].[I-:32].[K+:29].[K+:30].[K+:31].[OH:1][c:2]1[c:3]([C:4](=[O:5])[c:6]2[cH:7][cH:8][cH:9][cH:10][cH:11]2)[cH:12][cH:13][c:14]([O:16][CH3:17])[cH:15]1>>[O:1]([c:2]1[c:3]([C:4](=[O:5])[c:6]2[cH:7][cH:8][cH:9][cH:10][cH:11]2)[cH:12][cH:13][c:14]([O:16][CH3:17])[cH:15]1)[CH2:19][C:20](=[O:21])[O:22][CH2:23][CH3:24].